Dataset: the Open Reaction Database (ORD), a public repository of structured organic reaction records. Task: describe an organic reaction: reactants, conditions, products, and yield Reactants: P(Cl)(Cl)(Cl)(Cl)Cl (Phosphorus pentachloride), CC1(OC2=C(C(N1)=O)C=CC(=C2)[N+](=O)[O-])C (2,2-dimethyl-7-nitro-3,4-dihydro-2H-1,3-benzoxazine-4-one), ice water. The solvent is P(=O)(Cl)(Cl)Cl (phosphoryl chloride). Run at time 1 hour. The product is ClC1=NC(OC2=C1C=CC(=C2)[N+](=O)[O-])(C)C (4-chloro-2,2-dimethyl-7-nitro-2H-1,3-benzoxazine). Isolated yield 54.0%. As a reaction SMILES: P(Cl)(Cl)(Cl)(Cl)[Cl:2].[CH3:7][C:8]1([CH3:22])[NH:13][C:12](=O)[C:11]2[CH:15]=[CH:16][C:17]([N+:19]([O-:21])=[O:20])=[CH:18][C:10]=2[O:9]1>P(Cl)(Cl)(Cl)=O>[Cl:2][C:12]1[C:11]2[CH:15]=[CH:16][C:17]([N+:19]([O-:21])=[O:20])=[CH:18][C:10]=2[O:9][C:8]([CH3:22])([CH3:7])[N:13]=1. Reported procedure: Phosphorus pentachloride (5.5 g) was added to a solution of 2,2-dimethyl-7-nitro-3,4-dihydro-2H-1,3-benzoxazine-4-one (4 g) in phosphoryl chloride (15 mL) at 0° C., and the mixture was stirred at room temperature for one hour. The mixture was heated to 60° C. and stirred at the same temperature overnight. After cooling to 0° C., the reaction mixture was poured into ice water (300 mL). After stirring for 30 minutes, the mixture was extracted with ethyl acetate (100 mL×2). The combined organic lay... Starting materials: CCOCC(O)c1cccc(Br)n1, O=C([O-])[O-], N#Cc1ccc(B(O)O)cc1, COCCOC, [Na+], [Na+], O, c1ccc(P(c2ccccc2)(c2ccccc2)[Pd](P(c2ccccc2)(c2ccccc2)c2ccccc2)(P(c2ccccc2)(c2ccccc2)c2ccccc2)P(c2ccccc2)(c2ccccc2)c2ccccc2)cc1. The product is CCOCC(O)c1cccc(-c2ccc(C#N)cc2)n1. RXN SMILES: [Br:13][c:14]1[cH:15][cH:16][cH:17][c:18]([CH:20]([CH2:21][O:22][CH2:23][CH3:24])[OH:25])[n:19]1.[C:1](=[O:2])([O-:3])[O-:4].[C:26](#[N:27])[c:28]1[cH:29][cH:30][c:31]([B:34]([OH:35])[OH:36])[cH:32][cH:33]1.[CH3:7][O:8][CH2:9][CH2:10][O:11][CH3:12].[Na+:5].[Na+:6].[OH2:114].[cH:37]1[cH:38][cH:39][c:40]([P:41]([Pd:42]([P:43]([c:44]2[cH:45][cH:46][cH:47][cH:48][cH:49]2)([c:50]2[cH:51][cH:52][cH:53][cH:54][cH:55]2)[c:56]2[cH:57][cH:58][cH:59][cH:60][cH:61]2)([P:62]([c:63]2[cH:64][cH:65][cH:66][cH:67][cH:68]2)([c:69]2[cH:70][cH:71][cH:72][cH:73][cH:74]2)[c:75]2[cH:76][cH:77][cH:78][cH:79][cH:80]2)[P:81]([c:82]2[cH:83][cH:84][cH:85][cH:86][cH:87]2)([c:88]2[cH:89][cH:90][cH:91][cH:92][cH:93]2)[c:94]2[cH:95][cH:96][cH:97][cH:98][cH:99]2)([c:100]2[cH:101][cH:102][cH:103][cH:104][cH:105]2)[c:106]2[cH:107][cH:108][cH:109][cH:110][cH:111]2)[cH:112][cH:113]1>>[c:14]1(-[c:31]2[cH:30][cH:29][c:28]([C:26]#[N:27])[cH:33][cH:32]2)[cH:15][cH:16][cH:17][c:18]([CH:20]([CH2:21][O:22][CH2:23][CH3:24])[OH:25])[n:19]1. Reactants: CO, Cl, CC(C)(C)OC(=O)N1CCN(c2cc(-c3ccccc3)ccn2)CC1. Product: c1ccc(-c2ccnc(N3CCNCC3)c2)cc1. RXN SMILES: [CH3:27][OH:28].[ClH:26].[c:1]1(-[c:7]2[cH:8][c:9]([N:13]3[CH2:14][CH2:15][N:16]([C:19]([O:20][C:21]([CH3:22])([CH3:23])[CH3:24])=[O:25])[CH2:17][CH2:18]3)[n:10][cH:11][cH:12]2)[cH:2][cH:3][cH:4][cH:5][cH:6]1>>[c:1]1(-[c:7]2[cH:8][c:9]([N:13]3[CH2:14][CH2:15][NH:16][CH2:17][CH2:18]3)[n:10][cH:11][cH:12]2)[cH:2][cH:3][cH:4][cH:5][cH:6]1. Reactants: C(=O)([O-])[O-].[K+].[K+] (K2CO3), ClC=1NC2=C(N1)C=C(C(=C2)Cl)Cl (2,5,6-Trichlorobenzimidazole), C(C1=CC=CC=C1)Br (benzyl bromide). The solvent is CC#N (CH3CN). Reaction conditions: time 2 day. Yields the product C(C1=CC=CC=C1)N1C(=NC2=C1C=C(C(=C2)Cl)Cl)Cl (1-Benzyl-2,5,6-trichlorobenzimidazole). Yield: 96.3%. As a reaction SMILES: [Cl:1][C:2]1[NH:3][C:4]2[CH:10]=[C:9]([Cl:11])[C:8]([Cl:12])=[CH:7][C:5]=2[N:6]=1.C([O-])([O-])=O.[K+].[K+].[CH2:19](Br)[C:20]1[CH:25]=[CH:24][CH:23]=[CH:22][CH:21]=1>CC#N>[CH2:19]([N:6]1[C:5]2[CH:7]=[C:8]([Cl:12])[C:9]([Cl:11])=[CH:10][C:4]=2[N:3]=[C:2]1[Cl:1])[C:20]1[CH:25]=[CH:24][CH:23]=[CH:22][CH:21]=1 |f:1.2.3|. Procedure details: 2,5,6-trichlorobenzimidazole (5, 50 mg, 0.0002 moles) was dissolved in 15 ml of CH3CN, and K2CO3 (33 mg, 0.0002 moles) was added. The mixture was stirred at room temperature for one hour, at which time benzyl bromide (0.024 ml, 0.0002 moles) was added. The mixture was then stirred for two days. TLC analysis showed the formation of a new compound with a higher Rf than staffing material. The mixture was then concentrated and a liquid-liquid extraction was done using CHCl3, and H2O. The CHCl3 layer... Procedure: 255 ml of a 1.6M butyllithium solution in hexane are added to a solution of 85 ml of hexamethyldisilazane in 800 ml of tetrahydrofuran at -40° C. After 15 min, 140 g of methyltriphenylphosphonium bromide are added at 0° C. and the reaction mixture is stirred at 30° C. for 30 min. 77 g of 3-tert-butoxycarbonyl-2,2-dimethyl-4(S)-(2-formyl-2-methylpropyl)-1,3-oxazolidine, dissolved in 200 ml of tetrahydrofuran, are then added to the reaction solution at -30° C. The reaction mixture is stirred at ro... Conditions: temperature 30 celsius, time 15 minute. The reagents and catalysts are [Br-].C[P+](C1=CC=CC=C1)(C1=CC=CC=C1)C1=CC=CC=C1 (methyltriphenylphosphonium bromide). The reactants are C(C)(C)(C)OC(=O)N1C(OC[C@@H]1CC(C)(C)C=O)(C)C (3-tert-butoxycarbonyl-2,2-dimethyl-4(S)-(2-formyl-2-methylpropyl)-1,3-oxazolidine), C(CCC)[Li] (butyllithium), C[Si](N[Si](C)(C)C)(C)C (hexamethyldisilazane). Solvent: O1CCCC1 (tetrahydrofuran), CCCCCC (hexane), CCCCCC (hexane), O1CCCC1 (tetrahydrofuran). Product: C(C)(C)(C)OC(=O)N1C(OC[C@@H]1CC(C=C)(C)C)(C)C (3-Tert-butoxycarbonyl-2,2-dimethyl-4(S)-(2,2-dimethylbut-3-enyl)-1,3-oxazolidine). Reaction SMILES: [CH2:1]([Li])CCC.C[Si](C)(C)N[Si](C)(C)C.[C:15]([O:19][C:20]([N:22]1[C@@H:26]([CH2:27][C:28]([CH:31]=O)([CH3:30])[CH3:29])[CH2:25][O:24][C:23]1([CH3:34])[CH3:33])=[O:21])([CH3:18])([CH3:17])[CH3:16]>CCCCCC.O1CCCC1.[Br-].C[P+](C1C=CC=CC=1)(C1C=CC=CC=1)C1C=CC=CC=1>[C:15]([O:19][C:20]([N:22]1[C@@H:26]([CH2:27][C:28]([CH3:30])([CH3:29])[CH:31]=[CH2:1])[CH2:25][O:24][C:23]1([CH3:34])[CH3:33])=[O:21])([CH3:18])([CH3:17])[CH3:16] |f:5.6|. Reactants: C1(CC1)COC1(CN(C1)C([C@@H](CC1=CC=C(C=C1)OC)NC(OC(C)(C)C)=O)=O)C1=C(C=CC=C1)C (tert-butyl [(R)-2-(3-cyclopropylmethoxy-3-o-tolylazetidin-1-yl)-1-(4-methoxybenzyl)-2-oxoethyl]carbamate), solution, Cl (hydrogen chloride). Run in C(C)(=O)OCC (ethyl acetate). Reaction conditions: time 3 hour. Product: Cl.N[C@@H](C(=O)N1CC(C1)(C1=C(C=CC=C1)C)OCC1CC1)CC1=CC=C(C=C1)OC ((R)-2-amino-1-(3-cyclopropylmethoxy-3-o-tolylazetidin-1-yl)-3-(4-methoxyphenyl)propan-1-one hydrochloride). Yield: 100.0%. Reaction SMILES: [CH:1]1([CH2:4][O:5][C:6]2([C:30]3[CH:35]=[CH:34][CH:33]=[CH:32][C:31]=3[CH3:36])[CH2:9][N:8]([C:10](=[O:29])[C@H:11]([NH:21]C(=O)OC(C)(C)C)[CH2:12][C:13]3[CH:18]=[CH:17][C:16]([O:19][CH3:20])=[CH:15][CH:14]=3)[CH2:7]2)[CH2:3][CH2:2]1.[ClH:37]>C(OCC)(=O)C>[ClH:37].[NH2:21][C@H:11]([CH2:12][C:13]1[CH:18]=[CH:17][C:16]([O:19][CH3:20])=[CH:15][CH:14]=1)[C:10]([N:8]1[CH2:7][C:6]([O:5][CH2:4][CH:1]2[CH2:2][CH2:3]2)([C:30]2[CH:35]=[CH:34][CH:33]=[CH:32][C:31]=2[CH3:36])[CH2:9]1)=[O:29] |f:3.4|. Procedure: 1.7 g (3.5 mmol) of tert-butyl [(R)-2-(3-cyclopropylmethoxy-3-o-tolylazetidin-1-yl)-1-(4-methoxybenzyl)-2-oxoethyl]carbamate are placed in 45 ml of a 3M solution of hydrogen chloride in ethyl acetate and are stirred at room temperature for 3 hours. After evaporation under a stream of nitrogen, the crude product is taken up in a mixture of heptane and ethyl acetate, and then concentrated under vacuum. 1.6 g (100%) of (R)-2-amino-1-(3-cyclopropylmethoxy-3-o-tolylazetidin-1-yl)-3-(4-methoxyphenyl)p... Reactants: COC(=O)C1=C(N=C(S1)N1C=NC2=C1C=C(C(=C2)OC)OC)Br (4-bromo-2-(5,6-dimethoxy-benzoimidazol-1-yl)-thiazole-5-carboxylic acid methyl ester), O1CCOC2=C1C=CC(=C2)B(O)O (1,4-benzodioxane-6-boronic acid). Yields the product O1CCOC2=C1C=CC(=C2)C=2N=C(SC2C(=O)O)N2C=NC1=C2C=C(C(=C1)OC)OC (4-(2,3-Dihydro-benzo[1,4]dioxin-6-yl)-2-(5,6-dimethoxy-benzoimidazol-1-yl)-thiazole-5-carboxylic acid). Yield: 21.6%. Reaction SMILES: C[O:2][C:3]([C:5]1[S:9][C:8]([N:10]2[C:14]3[CH:15]=[C:16]([O:21][CH3:22])[C:17]([O:19][CH3:20])=[CH:18][C:13]=3[N:12]=[CH:11]2)=[N:7][C:6]=1Br)=[O:4].[O:24]1[C:29]2[CH:30]=[CH:31][C:32](B(O)O)=[CH:33][C:28]=2[O:27][CH2:26][CH2:25]1>>[O:24]1[C:29]2[CH:30]=[CH:31][C:32]([C:6]3[N:7]=[C:8]([N:10]4[C:14]5[CH:15]=[C:16]([O:21][CH3:22])[C:17]([O:19][CH3:20])=[CH:18][C:13]=5[N:12]=[CH:11]4)[S:9][C:5]=3[C:3]([OH:2])=[O:4])=[CH:33][C:28]=2[O:27][CH2:26][CH2:25]1. Reported procedure: In a similar manner as described for Example 26, 4-bromo-2-(5,6-dimethoxy-benzoimidazol-1-yl)-thiazole-5-carboxylic acid methyl ester (40 mg, 0.1 mmol) and 1,4-benzodioxane-6-boronic acid (27 mg, 0.15 mmol) gave 4-(2,3-Dihydro-benzo[1,4]dioxin-6-yl)-2-(5,6-dimethoxy-benzoimidazol-1-yl)-thiazole-5-carboxylic acid (9.5 mg, 22%) as a white solid. MS 440 m/z (M+1). Starting materials: C1(CCCCC1)C=C1C(N(C(N1)=O)C1=C(C=CC=C1)F)=O (5-cyclohexylmethylene-3-(2-fluorophenyl)imidazolidine-2,4-dione), C([O-])([O-])=O.[Cs+].[Cs+] (cesium carbonate), CI (methyl iodide). Run in CN(C)C=O (DMF), O (water). The product is C1(CCCCC1)C=C1C(N(C(N1C)=O)C1=C(C=CC=C1)F)=O (5-cyclohexylmethylene-3-(2-fluorophenyl)-1-methylimidazolidine-2,4dione). Yield: 80.5%. Reaction SMILES: [CH:1]1([CH:7]=[C:8]2[NH:12][C:11](=[O:13])[N:10]([C:14]3[CH:19]=[CH:18][CH:17]=[CH:16][C:15]=3[F:20])[C:9]2=[O:21])[CH2:6][CH2:5][CH2:4][CH2:3][CH2:2]1.[C:22](=O)([O-])[O-].[Cs+].[Cs+].CI>CN(C=O)C.O>[CH:1]1([CH:7]=[C:8]2[N:12]([CH3:22])[C:11](=[O:13])[N:10]([C:14]3[CH:19]=[CH:18][CH:17]=[CH:16][C:15]=3[F:20])[C:9]2=[O:21])[CH2:2][CH2:3][CH2:4][CH2:5][CH2:6]1 |f:1.2.3|. Procedure: The 5-cyclohexylmethylene-3-(2-fluorophenyl)imidazolidine-2,4-dione (2.25 g, 7.81 mmol), cesium carbonate (2.6 g, 8.0 mmol) and methyl iodide (1.66 g, 11.7 mmol) were stirred overnight in DMF (25 mL). The solution was diluted with water and extracted with ethyl acetate (3×). The combined extracts were washed with brine (saturated, 2×). dried (over MgSO4), filtered and concentrated. Purification by column chromatography afforded 1.9 grams of 5-cyclohexylmethylene-3-(2-fluorophenyl)-1-methylimidaz...